The task is: describe an organic reaction: reactants, conditions, products, and yield. This data is from the Open Reaction Database (ORD), a public repository of structured organic reaction records. Reactants: O=[N+]([O-])c1cccc(S(=O)(=O)Cl)c1, Nc1nccs1, [Na+], [OH-], O, c1ccncc1. Yields the product O=[N+]([O-])c1cccc(S(=O)(=O)Nc2nccs2)c1. Reaction SMILES: [N+:7](=[O:8])([O-:9])[c:10]1[cH:11][c:12]([S:16](=[O:17])(=[O:18])[Cl:19])[cH:13][cH:14][cH:15]1.[NH2:1][c:2]1[s:3][cH:4][cH:5][n:6]1.[Na+:21].[OH-:20].[OH2:22].[cH:23]1[cH:24][cH:25][n:26][cH:27][cH:28]1>>[NH:1]([c:2]1[s:3][cH:4][cH:5][n:6]1)[S:16]([c:12]1[cH:11][c:10]([N+:7](=[O:8])[O-:9])[cH:15][cH:14][cH:13]1)(=[O:17])=[O:18]. Starting materials: ClC1=C(CN2C(C(NC3=CC=C(C=C23)C(=O)OCC)=O)=O)C=CC(=C1)Cl (1-(2,4-dichlorobenzyl)-7-(ethoxycarbonyl)quinoxaline-2,3-dione), CI (methyl iodide), C([O-])([O-])=O.[K+].[K+] (potassium carbonate). Solvent: CC(=O)C (acetone). Product: ClC1=C(CN2C(C(N(C3=CC=C(C=C23)C(=O)OCC)C)=O)=O)C=CC(=C1)Cl (1-(2,4-Dichlorobenzyl)-7-(ethoxycarbonyl)-4-methyl-2,3(1H,4H)-quinoxalinedione). The yield is 90.1%. Reaction SMILES: [Cl:1][C:2]1[CH:25]=[C:24]([Cl:26])[CH:23]=[CH:22][C:3]=1[CH2:4][N:5]1[C:14]2[C:9](=[CH:10][CH:11]=[C:12]([C:15]([O:17][CH2:18][CH3:19])=[O:16])[CH:13]=2)[NH:8][C:7](=[O:20])[C:6]1=[O:21].CI.[C:29](=O)([O-])[O-].[K+].[K+]>CC(C)=O>[Cl:1][C:2]1[CH:25]=[C:24]([Cl:26])[CH:23]=[CH:22][C:3]=1[CH2:4][N:5]1[C:14]2[C:9](=[CH:10][CH:11]=[C:12]([C:15]([O:17][CH2:18][CH3:19])=[O:16])[CH:13]=2)[N:8]([CH3:29])[C:7](=[O:20])[C:6]1=[O:21] |f:2.3.4|. Procedure details: A mixture of 1-(2,4-dichlorobenzyl)-7-(ethoxycarbonyl)quinoxaline-2,3-dione (0.90 g), methyl iodide (0.49 g) and potassium carbonate (0.63 g) in acetone (20 ml) was heated under reflux for 2 hr. After cooling, the reaction mixture was concentrated. The residue was washed with water (150 ml) and methyl t-butyl ether (100 ml) and dried to give the object compound (0.84 g) as white crystals. Starting materials: Cc1nccn1-c1cc(NC(=O)O)cc(C(F)(F)F)c1, O=C(O)Nc1cc(N2CCOCC2)cc(C(F)(F)F)c1. The product is Cc1nccn1-c1cc(N)cc(C(F)(F)F)c1. RXN SMILES: [CH3:1][c:2]1[n:3](-[c:7]2[cH:8][c:9]([NH:17][C:18](=[O:19])[OH:20])[cH:10][c:11]([C:13]([F:14])([F:15])[F:16])[cH:12]2)[cH:4][cH:5][n:6]1.[O:21]1[CH2:22][CH2:23][N:24]([c:25]2[cH:26][c:27]([NH:28][C:29](=[O:30])[OH:31])[cH:32][c:33]([C:34]([F:35])([F:36])[F:37])[cH:38]2)[CH2:39][CH2:40]1>>[CH3:1][c:2]1[n:3](-[c:7]2[cH:8][c:9]([NH2:17])[cH:10][c:11]([C:13]([F:14])([F:15])[F:16])[cH:12]2)[cH:4][cH:5][n:6]1. The reactants are BrC1=CC=C(C=C1)CC(C)(O)C=1N(C=C(N1)CC(CC)(C)C)S(=O)(=O)N(C)C (2-[2-(4-bromophenyl)-1-hydroxy-1-methylethyl]-4-(2,2-dimethylbutyl)-N,N-dimethyl-1H-imidazole-1-sulfonamide), BrC1=CC=C(C=C1)CC(C)(O)C=1N(C=C(N1)CC(CC)(C)C)S(=O)(=O)N(C)C (2-[2-(4-bromophenyl)-1-hydroxy-1-methylethyl]-4-(2,2-dimethylbutyl)-N,N-dimethyl-1H-imidazole-1-sulfonamide), C([O-])([O-])=O.[Na+].[Na+] (sodium carbonate), CSC1=C(C=CC=C1)B(O)O ([2-(methylthio)phenyl]boronic acid), O (water). The solvent is CN(C=O)C.O (N,N-dimethylformamide water). Conditions: temperature 80 celsius, time 8 hour. The product is CC(CC=1N=C(N(C1)S(=O)(=O)N(C)C)C(CC1=CC=C(C=C1)C1=C(C=CC=C1)SC)(C)O)(CC)C (4-(2,2-dimethylbutyl)-2-{1-hydroxy-1-methyl-2-[2′-(methylthio)biphenyl-4-yl]ethyl}-N,N-dimethyl-1H-imidazole-1-sulfonamide). RXN SMILES: Br[C:2]1[CH:7]=[CH:6][C:5]([CH2:8][C:9]([C:12]2[N:13]([S:23]([N:26]([CH3:28])[CH3:27])(=[O:25])=[O:24])[CH:14]=[C:15]([CH2:17][C:18]([CH3:22])([CH3:21])[CH2:19][CH3:20])[N:16]=2)([OH:11])[CH3:10])=[CH:4][CH:3]=1.C(=O)([O-])[O-].[Na+].[Na+].[CH3:35][S:36][C:37]1[CH:42]=[CH:41][CH:40]=[CH:39][C:38]=1B(O)O.O>CN(C)C=O.O>[CH3:21][C:18]([CH3:22])([CH2:19][CH3:20])[CH2:17][C:15]1[N:16]=[C:12]([C:9]([OH:11])([CH3:10])[CH2:8][C:5]2[CH:6]=[CH:7][C:2]([C:38]3[CH:39]=[CH:40][CH:41]=[CH:42][C:37]=3[S:36][CH3:35])=[CH:3][CH:4]=2)[N:13]([S:23]([N:26]([CH3:28])[CH3:27])(=[O:25])=[O:24])[CH:14]=1 |f:1.2.3,6.7|. Procedure details: 1,1′-bis(diphenylphosphino)ferrocene-palladium(II) dichloride dichloromethane complex (61 mg, 0.075 mmol) was added to a degassed, ambient temperature solution of 2-[2-(4-bromophenyl)-1-hydroxy-1-methylethyl]-4-(2,2-dimethylbutyl)-N,N-dimethyl-1H-imidazole-1-sulfonamide (Intermediate 11) (354 mg, 0.75 mmol), sodium carbonate (239 mg, 2.25 mmol) and [2-(methylthio)phenyl]boronic acid (252 mg, 1.5 mmol) in N,N-dimethylformamide/water (2:1) (22.5 mL). After stirring at 80° C. overnight, the reactio... Reactants: CC(C)=O, COC1(OC)CCN(C(=O)c2ccc(NC(=O)c3ccccc3C)nc2)c2ccc(Cl)cc2C1, Cl, [Na+], [OH-], O. The product is Cc1ccccc1C(=O)Nc1ccc(C(=O)N2CCC(=O)Cc3cc(Cl)ccc32)cn1. As a reaction SMILES: [CH3:39][C:40](=[O:41])[CH3:42].[Cl:1][c:2]1[cH:3][cH:4][c:5]2[c:6]([cH:34]1)[CH2:7][C:8]([O:30][CH3:33])([O:31][CH3:32])[CH2:9][CH2:10][N:11]2[C:12]([c:13]1[cH:14][n:15][c:16]([NH:19][C:20]([c:21]2[c:22]([CH3:27])[cH:23][cH:24][cH:25][cH:26]2)=[O:28])[cH:17][cH:18]1)=[O:29].[ClH:35].[Na+:38].[OH-:37].[OH2:36]>>[Cl:1][c:2]1[cH:3][cH:4][c:5]2[c:6]([cH:34]1)[CH2:7][C:8](=[O:30])[CH2:9][CH2:10][N:11]2[C:12]([c:13]1[cH:14][n:15][c:16]([NH:19][C:20]([c:21]2[c:22]([CH3:27])[cH:23][cH:24][cH:25][cH:26]2)=[O:28])[cH:17][cH:18]1)=[O:29]. Isolated yield 78.3%. Reported procedure: Cyclopropanecarboxaldehyde (168 mg, 2.4 mmol) was added to a stirred mixture of ethyl 5-amino-3-(4-tert-butylphenyl)-1-(3-methoxybenzyl)-1H-indole-2-carboxylate (Example 160, 530 mg, 1.2 mmol) in toluene (12 mL) and molecular sieves (2 g). The reaction was stirred for 16 h and then filtered using toluene to rinse. The filtrate was concentrated in vacuo and the residue was dissolved in methanol (12 mL). Sodium borohydride (15 mg, 1.2 mmol) was added and the reaction was stirred for 2 h. The mixtu... Run in C(C)(=O)OCC (ethyl acetate), C1(=CC=CC=C1)C (toluene). Product: C(C)(C)(C)C1=CC=C(C=C1)C1=C(N(C2=CC=C(C=C12)NCC1CC1)CC1=CC(=CC=C1)OC)C(=O)OCC (Ethyl 3-(4-tert-butylphenyl)-5-[(cyclopropylmethyl)amino]-1-(3-methoxybenzyl)-1H-indole-2-carboxylate). As a reaction SMILES: [CH:1]1([CH:4]=O)[CH2:3][CH2:2]1.[NH2:6][C:7]1[CH:8]=[C:9]2[C:13](=[CH:14][CH:15]=1)[N:12]([CH2:16][C:17]1[CH:22]=[CH:21][CH:20]=[C:19]([O:23][CH3:24])[CH:18]=1)[C:11]([C:25]([O:27][CH2:28][CH3:29])=[O:26])=[C:10]2[C:30]1[CH:35]=[CH:34][C:33]([C:36]([CH3:39])([CH3:38])[CH3:37])=[CH:32][CH:31]=1.[BH4-].[Na+]>C1(C)C=CC=CC=1.C(OCC)(=O)C>[C:36]([C:33]1[CH:32]=[CH:31][C:30]([C:10]2[C:9]3[C:13](=[CH:14][CH:15]=[C:7]([NH:6][CH2:4][CH:1]4[CH2:2][CH2:3]4)[CH:8]=3)[N:12]([CH2:16][C:17]3[CH:22]=[CH:21][CH:20]=[C:19]([O:23][CH3:24])[CH:18]=3)[C:11]=2[C:25]([O:27][CH2:28][CH3:29])=[O:26])=[CH:35][CH:34]=1)([CH3:39])([CH3:37])[CH3:38] |f:2.3|. Run at time 16 hour. Starting materials: C1(CC1)C=O (Cyclopropanecarboxaldehyde), NC=1C=C2C(=C(N(C2=CC1)CC1=CC(=CC=C1)OC)C(=O)OCC)C1=CC=C(C=C1)C(C)(C)C (Ethyl 5-amino-3-(4-tert-butylphenyl)-1-(3-methoxybenzyl)-1H-indole-2-carboxylate), [BH4-].[Na+] (Sodium borohydride). Starting materials: CCOC(=O)COc1ncc(Br)cc1[N+](=O)[O-], C1CCOC1, CO, ClC(Cl)Cl, Cl, Cl[Sn](Cl)(Cl)Cl. Yields the product O=C1COc2ncc(Br)cc2N1. As a reaction SMILES: [Br:1][c:2]1[cH:3][c:4]([N+:15]([O-:12])=[O:13])[c:5]([O:8][CH2:9][C:10](=[O:11])[O:14][CH2:16][CH3:17])[n:6][cH:7]1.[CH2:30]1[O:31][CH2:32][CH2:33][CH2:34]1.[CH3:28][OH:29].[CH:24]([Cl:25])([Cl:26])[Cl:27].[ClH:18].[Sn:19]([Cl:20])([Cl:21])([Cl:22])[Cl:23]>>[Br:1][c:2]1[cH:3][c:4]2[c:5]([n:6][cH:7]1)[O:8][CH2:9][C:10](=[O:11])[NH:15]2.